The task is: describe an organic reaction: reactants, conditions, products, and yield. This data is from the Open Reaction Database (ORD), a public repository of structured organic reaction records. Starting materials: COC(=O)C1=NN2C(CN(C3=CC=CC=C23)C2=CC=CC=C2)=N1 (5-phenyl-4,5-dihydro-[1,2,4]triazolo[1,5-a]quinoxaline-2-carboxylic acid methyl ester), CNC (dimethylamine). The solvent is CO (methanol). Yields the product CN(C(=O)C1=NN2C(CN(C3=CC=CC=C23)C2=CC=CC=C2)=N1)C (N,N-dimethyl-5-phenyl-4,5-dihydro-[1,2,4]triazolo[1,5-a]quinoxaline-2-carboxamide). Reaction SMILES: CO[C:3]([C:5]1[N:23]=[C:8]2[CH2:9][N:10]([C:17]3[CH:22]=[CH:21][CH:20]=[CH:19][CH:18]=3)[C:11]3[C:16]([N:7]2[N:6]=1)=[CH:15][CH:14]=[CH:13][CH:12]=3)=[O:4].[CH3:24][NH:25][CH3:26]>CO>[CH3:24][N:25]([CH3:26])[C:3]([C:5]1[N:23]=[C:8]2[CH2:9][N:10]([C:17]3[CH:18]=[CH:19][CH:20]=[CH:21][CH:22]=3)[C:11]3[C:16]([N:7]2[N:6]=1)=[CH:15][CH:14]=[CH:13][CH:12]=3)=[O:4]. Procedure details: A mixture of 7.00 g (0.023 mol) of the 5-phenyl-4,5-dihydro-[1,2,4]triazolo[1,5-a]quinoxaline-2-carboxylic acid methyl ester prepared according to Example 1(f) in 300 ml of methanol and 62.6 ml (0.457 mol) of 33% ethanolic dimethylamine solution is heated at 100° in an autoclave for 16 hours. The reaction mixture is then concentrated by evaporation in vacuo and the residue is dissolved in methylene chloride and a mixture of ice and water. The organic phase is washed twice with cold 5% potassium ...